Dataset: the Open Reaction Database (ORD), a public repository of structured organic reaction records. Task: describe an organic reaction: reactants, conditions, products, and yield Reactants: C1OC=2C=C(C=CC2O1)NC1CCN(CC1)CC1=CC(=NC=C1)C1=CC(=C(C(=C1)OC)OC)OC (4-(3,4-Methylenedioxyphenylamino)-1-[[2-(3,4,5-trimethoxyphenyl)pyridin-4-yl]methyl]piperidine), ClCC=1C=CC(=NC1)C1=CC(=C(C(=C1)OC)OC)OC (5-chloromethyl-2-(3,4,5-trimethoxyphenyl) pyridine), trihydrochloride. The product is Cl.Cl.Cl.C1OC=2C=C(C=CC2O1)N(CC=1C=CC(=NC1)C1=CC(=C(C(=C1)OC)OC)OC)C1CCN(CC1)CC1=CC(=NC=C1)C1=CC(=C(C(=C1)OC)OC)OC (4-[N-(3,4-Methylenedioxyphenyl)-N-[[2-(3,4,5-trimethoxyphenyl)pyridin-5-yl]methyl]amino]-1-[[2-(3,4,5-trimethoxyphenyl)pyridin-4-yl]methyl]piperidine Trihydrochloride). Reaction SMILES: [CH2:1]1[O:9][C:8]2[CH:7]=[CH:6][C:5]([NH:10][CH:11]3[CH2:16][CH2:15][N:14]([CH2:17][C:18]4[CH:23]=[CH:22][N:21]=[C:20]([C:24]5[CH:29]=[C:28]([O:30][CH3:31])[C:27]([O:32][CH3:33])=[C:26]([O:34][CH3:35])[CH:25]=5)[CH:19]=4)[CH2:13][CH2:12]3)=[CH:4][C:3]=2[O:2]1.[Cl:36][CH2:37][C:38]1[CH:39]=[CH:40][C:41]([C:44]2[CH:49]=[C:48]([O:50][CH3:51])[C:47]([O:52][CH3:53])=[C:46]([O:54][CH3:55])[CH:45]=2)=[N:42][CH:43]=1>>[ClH:36].[ClH:36].[ClH:36].[CH2:1]1[O:9][C:8]2[CH:7]=[CH:6][C:5]([N:10]([CH:11]3[CH2:16][CH2:15][N:14]([CH2:17][C:18]4[CH:23]=[CH:22][N:21]=[C:20]([C:24]5[CH:25]=[C:26]([O:34][CH3:35])[C:27]([O:32][CH3:33])=[C:28]([O:30][CH3:31])[CH:29]=5)[CH:19]=4)[CH2:13][CH2:12]3)[CH2:37][C:38]3[CH:39]=[CH:40][C:41]([C:44]4[CH:49]=[C:48]([O:50][CH3:51])[C:47]([O:52][CH3:53])=[C:46]([O:54][CH3:55])[CH:45]=4)=[N:42][CH:43]=3)=[CH:4][C:3]=2[O:2]1 |f:2.3.4.5|. Reported procedure: 4-(3,4-Methylenedioxyphenylamino)-1-[[2-(3,4,5-trimethoxyphenyl)pyridin-4-yl]methyl]piperidine (119 mg) and 5-chloromethyl-2-(3,4,5-trimethoxyphenyl) pyridine (114 mg) were condensed by the same manner as described in Example 9. Yellow oil of a free base was converted to a trihydrochloride which gave the title compound as yellow powder.